From a dataset of the Open Reaction Database (ORD), a public repository of structured organic reaction records. describe an organic reaction: reactants, conditions, products, and yield RXN SMILES: [Br:15][CH:16]([C:17](=[O:18])[O:19][CH3:20])[CH2:21][CH3:22].[OH:1][c:2]1[c:3]([N+:12](=[O:13])[O-:14])[cH:4][c:5]([C:6](=[O:7])[O:8][CH3:9])[cH:10][cH:11]1>>[O:1]([c:2]1[c:3]([N+:12](=[O:13])[O-:14])[cH:4][c:5]([C:6](=[O:7])[O:8][CH3:9])[cH:10][cH:11]1)[CH:16]([C:17](=[O:18])[O:19][CH3:20])[CH2:21][CH3:22]. The reactants are CCC(Br)C(=O)OC, COC(=O)c1ccc(O)c([N+](=O)[O-])c1. The product is CCC(Oc1ccc(C(=O)OC)cc1[N+](=O)[O-])C(=O)OC.